Dataset: the Open Reaction Database (ORD), a public repository of structured organic reaction records. Task: describe an organic reaction: reactants, conditions, products, and yield Reactants: S(=O)(=O)(C1=CC=C(C)C=C1)N1C=CC2=NC(=CN=C21)NCC(=O)N (2-(5-tosyl-5H-pyrrolo[3,2-b]pyrazin-2-ylamino)acetamide), O=P(Cl)(Cl)Cl (POCl3). Run in CO (MeOH), CO (MeOH), C(Cl)Cl (DCM). Conditions: temperature 100 celsius, time 15 minute. Product: S(=O)(=O)(C1=CC=C(C)C=C1)N1C=CC2=C1N=CC=1N2C(=CN1)N (3-tosyl-3H-imidazo[1,2-a]pyrrolo[2,3-e]pyrazin-8-amine). Isolated yield 42.8%. As a reaction SMILES: [S:1]([N:11]1[C:19]2[C:14](=[N:15][C:16]([NH:20][CH2:21][C:22]([NH2:24])=O)=[CH:17][N:18]=2)[CH:13]=[CH:12]1)([C:4]1[CH:10]=[CH:9][C:7]([CH3:8])=[CH:6][CH:5]=1)(=[O:3])=[O:2].O=P(Cl)(Cl)Cl>C(Cl)Cl.CO>[S:1]([N:11]1[C:19]2[N:18]=[CH:17][C:16]3[N:15]([C:22]([NH2:24])=[CH:21][N:20]=3)[C:14]=2[CH:13]=[CH:12]1)([C:4]1[CH:10]=[CH:9][C:7]([CH3:8])=[CH:6][CH:5]=1)(=[O:3])=[O:2]. Procedure details: To 2-(5-tosyl-5H-pyrrolo[3,2-b]pyrazin-2-ylamino)acetamide (0.845 g, 2.45 mmol, prepared using E from Preparation #S.1.1 and HCl) under nitrogen was added POCl3 (5.0 mL, 54 mmol). After about 15 min, a reflux condenser was attached and the mixture was warmed to about 100° C. After about 2 h, the solution was allowed to cool to ambient temperature. The mixture was concd under reduced pressure. The residue was slurried in DCM (10 mL) and slowly treated with MeOH (10 mL). The reaction mixture was s... Reactants: FC1=C(C=CC=C1)C(CCCCCC(=O)OC)C1=C(C(=C(C(=C1C)C(CCCC)=O)C)C)OC (methyl 7-(fluorophenyl)-7-(2-methoxy-3,4,6-trimethyl-5-valerylphenyl)heptanoate), N1=C(C=C(C=C1C)C)C (collidine), [I-].[Li+] (lithium iodide), Cl (hydrochloric acid). Yields the product FC1=C(C=CC=C1)C(CCCCCC(=O)O)C1=C(C(=C(C(=C1C)C(CCCC)=O)C)C)O (7-(fluorophenyl)-7-(2-hydroxy-3,4,6-trimethyl-5-valerylphenyl)heptanoic acid). The yield is 46.2%. RXN SMILES: [F:1][C:2]1[CH:7]=[CH:6][CH:5]=[CH:4][C:3]=1[CH:8]([C:18]1[C:23]([CH3:24])=[C:22]([C:25](=[O:30])[CH2:26][CH2:27][CH2:28][CH3:29])[C:21]([CH3:31])=[C:20]([CH3:32])[C:19]=1[O:33]C)[CH2:9][CH2:10][CH2:11][CH2:12][CH2:13][C:14]([O:16]C)=[O:15].N1C(C)=CC(C)=CC=1C.[I-].[Li+].Cl>>[F:1][C:2]1[CH:7]=[CH:6][CH:5]=[CH:4][C:3]=1[CH:8]([C:18]1[C:23]([CH3:24])=[C:22]([C:25](=[O:30])[CH2:26][CH2:27][CH2:28][CH3:29])[C:21]([CH3:31])=[C:20]([CH3:32])[C:19]=1[OH:33])[CH2:9][CH2:10][CH2:11][CH2:12][CH2:13][C:14]([OH:16])=[O:15] |f:2.3|. Procedure: A mixture of methyl 7-(fluorophenyl)-7-(2-methoxy-3,4,6-trimethyl-5-valerylphenyl)heptanoate (0.23 g), collidine (0.38 ml) and lithium iodide (0.2 g) was refluxed for 18 hours. After allowing to cool, the mixture was acidified with addition of lN hydrochloric acid and extracted with ethyl acetate. The organic layer was washed in turn with lN hydrochloric acid, water and saturated saline and dried with anhydrous magnesium sulfate and the solvent was distilled off under reduced pressure. The resid... Reactants: CN(C)CCCCO, CN(C)C=O, Fc1ccc(Br)cc1CBr, [H-], [Na+]. Product: CN(C)CCCCOCc1cc(Br)ccc1F. As a reaction SMILES: [CH3:13][N:14]([CH3:15])[CH2:16][CH2:17][CH2:18][CH2:19][OH:20].[CH3:21][N:22]([CH3:23])[CH:24]=[O:25].[F:1][c:2]1[c:3]([CH2:4][Br:5])[cH:6][c:7]([Br:10])[cH:8][cH:9]1.[H-:11].[Na+:12]>>[F:1][c:2]1[c:3]([CH2:4][O:20][CH2:19][CH2:18][CH2:17][CH2:16][N:14]([CH3:13])[CH3:15])[cH:6][c:7]([Br:10])[cH:8][cH:9]1.